This data is from the Open Reaction Database (ORD), a public repository of structured organic reaction records. The task is: describe an organic reaction: reactants, conditions, products, and yield The reactants are C1CC[NH2+]C1.C1C2C(C(O1)O2)(CCC3(C4COC3O4)C(I)I)C(I)I (dioxonium), reaction mixture, ClCC=1C(=C(C(=C(C1Cl)Cl)Cl)Cl)CCl (α,α',3,4,5,6-hexachloro-o-xylene), S(=O)=O (sulfur dioxide). Yields the product S(=O)(=O)=O (sulfur trioxide), C1CC[NH2+]C1.C1C2C(C(O1)O2)(CCC3(C4COC3O4)C(I)I)C(I)I (dioxonium). Reaction SMILES: ClCC1C(CCl)=C(Cl)C(Cl)=C(Cl)C=1Cl.[S:15](=[O:17])=[O:16].[CH2:18]1[CH2:22][NH2+:21][CH2:20][CH2:19]1.[CH2:23]1[O:27][CH:26]2[O:28][CH:24]1[C:25]2([CH:40]([I:42])[I:41])[CH2:29][CH2:30][C:31]1([CH:37]([I:39])[I:38])[CH:35]2[O:36][CH:32]1[CH2:33][O:34]2>>[S:15](=[O:27])(=[O:17])=[O:16].[CH2:18]1[CH2:22][NH2+:21][CH2:20][CH2:19]1.[CH2:23]1[O:27][CH:26]2[O:28][CH:24]1[C:25]2([CH:40]([I:41])[I:42])[CH2:29][CH2:30][C:31]1([CH:37]([I:38])[I:39])[CH:35]2[O:36][CH:32]1[CH2:33][O:34]2 |f:2.3,5.6|. Procedure details: The procedure of Example 3, when applied to 31.3 g of α,α',3,4,5,6-hexachloro-o-xylene, mp 92°-92.5° C, yielded an intensely purple solution but essentially no sulfur dioxide eveolution even during a refluxing period of 3 hours. The intermediate biradical was identified by its nuclear magnetic resonance peak at 4.65 ppm (present in about 8-10% abundance in the reaction mixture), whereas the dioxonium compound (90-92% of the reaction mixture) had the chemical shift of its protons at 6.31-6.33 ppm... Reactants: O (water), ice, [OH-].[NH4+] (ammonium hydroxide), CN(C)N=NC1=C(SC=C1Br)C(=O)OC (methyl 3-[(dimethylamino)diazenyl]-4-bromothiophene-2-carboxylate). Solvent: C1CCOC1 (THF). Conditions: time 20 hour. Product: CN(C)N=NC1=C(SC=C1Br)C(=O)N (3-[(Dimethylamino)diazenyl]-4-bromothiophene-2-carboxamide). Isolated yield 53.0%. As a reaction SMILES: [OH-].[NH4+:2].[CH3:3][N:4]([N:6]=[N:7][C:8]1[C:12]([Br:13])=[CH:11][S:10][C:9]=1[C:14]([O:16]C)=O)[CH3:5].O>C1COCC1>[CH3:3][N:4]([N:6]=[N:7][C:8]1[C:12]([Br:13])=[CH:11][S:10][C:9]=1[C:14]([NH2:2])=[O:16])[CH3:5] |f:0.1|. Procedure: To an ice cold (0-5° C.) solution of ammonium hydroxide (10 mL) was added a solution of methyl 3-[(dimethylamino)diazenyl]-4-bromothiophene-2-carboxylate (500 mg) in THF (5 mL) for 5 min and stirred at rt for 20 h. The solution was poured into ice cooled water and extracted with ethyl acetate (3×50 mL). The combined EtOAc layer was washed with water, brine and dried over sodium sulfate. The solution was filtered and evaporated the solvent. The residue was chromatographed over silica gel column u... Reactants: C(C)OC(=O)C1=C(C(N)=NO)C=CC=C1 (o-ethoxycarbonylbenzamidoxime), Cl (hydrochloric acid), C(C)O (ethyl alcohol), [OH-].[Na+] (sodium hydroxide), O (water). Run at time 3 hour. The product is C1(=CC=CC=C1)C1=NOC(=N1)O (3-Phenyl-1,2,4-oxadiazol-5-ol). As a reaction SMILES: C(OC([C:6]1[CH:15]=[CH:14][CH:13]=[CH:12][C:7]=1[C:8](=[N:10][OH:11])[NH2:9])=O)C.[OH-].[Na+].O.Cl.[CH2:20]([OH:22])C>>[C:7]1([C:8]2[N:9]=[C:20]([OH:22])[O:11][N:10]=2)[CH:6]=[CH:15][CH:14]=[CH:13][CH:12]=1 |f:1.2|. Reported procedure: In accordance with the known process [Yakugaku Zasshi, 84(11), 1061 (1964)], 27 g (0.13 mol) of o-ethoxycarbonylbenzamidoxime were added to a liquid mixture consisting of 10 g (0.25 mol) of sodium hydroxide, 600 ml of water and 150 ml of ethyl alcohol, followed by stirring at room temperature for 3 hours. The reaction mixture was neutralized with dilute hydrochloric acid. Crystals thus formed were collected by filtration and then washed with water, whereby the title compound was obtained as colo...